From a dataset of the Open Reaction Database (ORD), a public repository of structured organic reaction records. describe an organic reaction: reactants, conditions, products, and yield Reactants: CCN(CC)C(=O)CCl, [K+], [K+], O=[N+]([O-])c1cc(N2CCNCC2)c2occc2c1, O=C([O-])[O-], CN(C)C=O. The product is CCN(CC)C(=O)CN1CCN(c2cc([N+](=O)[O-])cc3ccoc23)CC1. As a reaction SMILES: [Cl:19][CH2:20][C:21](=[O:22])[N:23]([CH2:24][CH3:25])[CH2:26][CH3:27].[K+:28].[K+:29].[N+:1](=[O:2])([O-:3])[c:4]1[cH:5][c:6]([N:13]2[CH2:14][CH2:15][NH:16][CH2:17][CH2:18]2)[c:7]2[c:8]([cH:9][cH:10][o:11]2)[cH:12]1.[O-:30][C:31]([O-:32])=[O:33].[O:34]=[CH:35][N:36]([CH3:37])[CH3:38]>>[N+:1](=[O:2])([O-:3])[c:4]1[cH:5][c:6]([N:13]2[CH2:14][CH2:15][N:16]([CH2:20][C:21](=[O:22])[N:23]([CH2:24][CH3:25])[CH2:26][CH3:27])[CH2:17][CH2:18]2)[c:7]2[c:8]([cH:9][cH:10][o:11]2)[cH:12]1. Reactants: Cc1ccc2nc(-c3ccccc3C(=O)O)cc(C(=O)O)c2c1, [Na+], c1ccc(Oc2ccccc2)cc1, [OH-], O, Cc1ccc(S(=O)(=O)O)cc1. Product: Cc1ccc2nc(-c3ccccc3C(=O)O)ccc2c1. RXN SMILES: [C:14](=[O:15])([OH:16])[c:17]1[c:18](-[c:23]2[n:24][c:25]3[cH:26][cH:27][c:28]([CH3:36])[cH:29][c:30]3[c:31]([C:33]([OH:34])=[O:35])[cH:32]2)[cH:19][cH:20][cH:21][cH:22]1.[Na+:49].[O:1]([c:2]1[cH:3][cH:4][cH:5][cH:6][cH:7]1)[c:8]1[cH:9][cH:10][cH:11][cH:12][cH:13]1.[OH-:48].[OH2:50].[c:37]1([CH3:38])[cH:39][cH:40][c:41]([S:42]([OH:43])(=[O:44])=[O:45])[cH:46][cH:47]1>>[C:14](=[O:15])([OH:16])[c:17]1[c:18](-[c:23]2[n:24][c:25]3[cH:26][cH:27][c:28]([CH3:36])[cH:29][c:30]3[cH:31][cH:32]2)[cH:19][cH:20][cH:21][cH:22]1. Reactants: [H-].[Na+] (sodium hydride), O (water), COC1=CC=C(C=C1)N=CC1=CC=C(C=C1)O (4-[N-(4-methoxyphenyl)formimidoyl]phenol), BrC(C(=O)OCC)(C)C (ethyl 2-bromo-2-methylpropionate). Run in CN(C=O)C (dimethylformamide). Conditions: time 2 hour. Product: COC1=CC=C(C=C1)N=CC1=CC=C(OC(C(=O)OCC)(C)C)C=C1 (ethyl 2-[4-{N-(4-methoxyphenyl)formimidoyl}phenoxy]-2-methylpropionate). Yield: 66.6%. As a reaction SMILES: [H-].[Na+].[CH3:3][O:4][C:5]1[CH:10]=[CH:9][C:8]([N:11]=[CH:12][C:13]2[CH:18]=[CH:17][C:16]([OH:19])=[CH:15][CH:14]=2)=[CH:7][CH:6]=1.Br[C:21]([CH3:28])([CH3:27])[C:22]([O:24][CH2:25][CH3:26])=[O:23].O>CN(C)C=O>[CH3:3][O:4][C:5]1[CH:6]=[CH:7][C:8]([N:11]=[CH:12][C:13]2[CH:14]=[CH:15][C:16]([O:19][C:21]([CH3:28])([CH3:27])[C:22]([O:24][CH2:25][CH3:26])=[O:23])=[CH:17][CH:18]=2)=[CH:9][CH:10]=1 |f:0.1|. Procedure: (a) 2.38 g of 50% sodium hydride is suspended in 75 ml of anhydrous dimethylformamide, and 7.5 g of 4-[N-(4-methoxyphenyl)formimidoyl]phenol is added in four portions to the suspension at room temperature with stirring. Subsequently, 9.65 g of ethyl 2-bromo-2-methylpropionate is added dropwise to the resulting mixture at 20° to 25° C. over a period of about 40 minutes. The mixture is stirred at room temperature for 1 hour and then at 50° to 55° C. for 2 hours. The reaction mixture is poured into... Starting materials: CCSCCN, Cl, O=Cc1ccc(Oc2ccccc2)cc1. Yields the product CCSCCNCc1ccc(Oc2ccccc2)cc1. As a reaction SMILES: [CH2:17]([CH3:18])[S:19][CH2:20][CH2:21][NH2:22].[ClH:16].[O:1]([c:2]1[cH:3][cH:4][cH:5][cH:6][cH:7]1)[c:8]1[cH:9][cH:10][c:11]([CH:12]=[O:13])[cH:14][cH:15]1>>[O:1]([c:2]1[cH:3][cH:4][cH:5][cH:6][cH:7]1)[c:8]1[cH:9][cH:10][c:11]([CH2:12][NH:22][CH2:21][CH2:20][S:19][CH2:17][CH3:18])[cH:14][cH:15]1. Reactants: NC1=CC(=C(C=C1)C(C(=O)OC)C(=O)OC)F (dimethyl 2-(4-amino-2-fluorophenyl)malonate), N1=CC=CC=C1 (pyridine), ClC(=O)OC1=CC=CC=C1 (phenyl chloroformate). Solvent: CC(=O)C (acetone). Reaction conditions: time 1 hour. Yields the product FC1=C(C=CC(=C1)NC(=O)OC1=CC=CC=C1)C(C(=O)OC)C(=O)OC (dimethyl 2-(2-fluoro-4-(phenoxycarbonylamino)phenyl)malonate). The yield is 77.8%. RXN SMILES: [NH2:1][C:2]1[CH:7]=[CH:6][C:5]([CH:8]([C:13]([O:15][CH3:16])=[O:14])[C:9]([O:11][CH3:12])=[O:10])=[C:4]([F:17])[CH:3]=1.N1C=CC=CC=1.Cl[C:25]([O:27][C:28]1[CH:33]=[CH:32][CH:31]=[CH:30][CH:29]=1)=[O:26]>CC(C)=O>[F:17][C:4]1[CH:3]=[C:2]([NH:1][C:25]([O:27][C:28]2[CH:33]=[CH:32][CH:31]=[CH:30][CH:29]=2)=[O:26])[CH:7]=[CH:6][C:5]=1[CH:8]([C:9]([O:11][CH3:12])=[O:10])[C:13]([O:15][CH3:16])=[O:14]. Reported procedure: To a stirred solution of dimethyl 2-(4-amino-2-fluorophenyl)malonate (3.0 g, 12.448 mmol, 1.0 eq) in acetone (30 mL) was added pyridine (3.0 mL, 37.344 mmol, 3.0 eq) and phenyl chloroformate (1.89 mL, 14.937 mmol, 1.2 eq) at 0° C. and the mixture was stirred at RT for 1 h. The solvent was evaporated, the residue diluted with EtOAc (50 mL), washed with water (100 mL), brine (20 mL) and the solvent evaporated. The resulting residue was purified by CC using EtOAc/PE (1:4) as eluent to get dimethyl ... Solvent: O (Water). Procedure: 4-(4-Fluorophenyl)-6-isopropylpyrimidin-2-ol (8.00 g, 34.1 mmol) was charged to a reactor followed by DMF (100 mL). The suspension was stirred, cooled to −3° C. and N-bromosuccinimide (6.25 g, 34.8 mmol) added. The reaction mixture was warmed to 20° C. and stirred overnight. Water (100 mL) was charged to the reaction mixture and the crystalline mixture stirred for 1 hour before filtering off. The isolated solid was washed twice with water (25 mL) and the solid dried in a vacuum oven at 50° C. 5-... Yield: 98.5%. Reaction SMILES: [F:1][C:2]1[CH:7]=[CH:6][C:5]([C:8]2[CH:13]=[C:12]([CH:14]([CH3:16])[CH3:15])[N:11]=[C:10]([OH:17])[N:9]=2)=[CH:4][CH:3]=1.CN(C=O)C.[Br:23]N1C(=O)CCC1=O>O>[Br:23][C:13]1[C:8]([C:5]2[CH:4]=[CH:3][C:2]([F:1])=[CH:7][CH:6]=2)=[N:9][C:10]([OH:17])=[N:11][C:12]=1[CH:14]([CH3:15])[CH3:16]. Product: BrC=1C(=NC(=NC1C(C)C)O)C1=CC=C(C=C1)F (5-Bromo-4-(4-fluorophenyl)-6-isopropylpyrimidin-2-ol). Reaction conditions: temperature -3 celsius. Starting materials: FC1=CC=C(C=C1)C1=NC(=NC(=C1)C(C)C)O (4-(4-Fluorophenyl)-6-isopropylpyrimidin-2-ol), CN(C)C=O (DMF), BrN1C(CCC1=O)=O (N-bromosuccinimide). Starting materials: Cl.FC1=CC=C(C=C1)SC=1CCNCC1 (4-[(4-fluorophenyl)thio]-1,2,3,6-tetrahydropyridine hydrochloride), hydrochloride salt, ClC1=CC=C(C=C1)SC1=CC=NC=C1 (4-[(4-chlorophenyl)thio]pyridine), [H-].[Al+3].[H-].[H-] (aluminum hydride). Run in CCOCC (ether). Product: Cl.ClC1=CC=C(C=C1)SC=1CCNCC1 (4-[(4-Chlorophenyl)thio]-1,2,3,6-tetrahydropyridine Hydrochloride). Reaction SMILES: Cl.FC1C=CC(SC2CCNCC=2)=CC=1.[Cl:16][C:17]1[CH:22]=[CH:21][C:20]([S:23][C:24]2[CH:29]=[CH:28][N:27]=[CH:26][CH:25]=2)=[CH:19][CH:18]=1.[H-].[Al+3].[H-].[H-]>CCOCC>[ClH:16].[Cl:16][C:17]1[CH:18]=[CH:19][C:20]([S:23][C:24]2[CH2:29][CH2:28][NH:27][CH2:26][CH:25]=2)=[CH:21][CH:22]=1 |f:0.1,3.4.5.6,8.9|. Reported procedure: The product is prepared according to the procedure for the synthesis of 4-[(4-fluorophenyl)thio]-1,2,3,6-tetrahydropyridine hydrochloride by reducing 26.3 g of 4-[(4-chlorophenyl)thio]pyridine with aluminum hydride. The hydrochloride salt is generated in ether from the crude oil to afford a light tan powder, m.p. 174°-175° C.